This data is from the Open Reaction Database (ORD), a public repository of structured organic reaction records. The task is: describe an organic reaction: reactants, conditions, products, and yield The reactants are NCC(=O)O (glycine), [OH-].[Na+] (sodium hydroxide), [BH4-].[Na+] (sodium borohydride), BrC1=CC=C(C=O)C=C1 (4-bromobenzaldehyde). Run in O (water), CO (methanol). Conditions: time 18 hour. Product: BrC1=CC=C(CNCC(=O)O)C=C1 (2-(4-bromobenzylamino)acetic acid). Isolated yield 53.9%. RXN SMILES: [NH2:1][CH2:2][C:3]([OH:5])=[O:4].[OH-].[Na+].[Br:8][C:9]1[CH:16]=[CH:15][C:12]([CH:13]=O)=[CH:11][CH:10]=1.[BH4-].[Na+]>O.CO>[Br:8][C:9]1[CH:16]=[CH:15][C:12]([CH2:13][NH:1][CH2:2][C:3]([OH:5])=[O:4])=[CH:11][CH:10]=1 |f:1.2,4.5|. Reported procedure: To a solution of glycine (8.11 g, 108 mmol) in water (40 ml) were added an aqueous solution of sodium hydroxide (108 mmol, 15 ml) and a solution of 4-bromobenzaldehyde (20 g, 108 mmol) in methanol (240 ml). After 30 minutes stirring at room temperature sodium borohydride (4.09 g, 108 mmol) was added portionwise to this suspension. After 18 h stirring at room temperature the reaction mixture was concentrated under reduced pressure and the resulting aqueous phase was washed with diethyl ether. The...